From a dataset of the Open Reaction Database (ORD), a public repository of structured organic reaction records. describe an organic reaction: reactants, conditions, products, and yield Reactants: Cl.CN(C)CCC1=CNC2=CC=C(C=C12)CC1CNC(O1)=O ((±)-N,N-Dimethyl-2-[5-(2-oxo-1,3-oxazolidin-5-ylmethyl)-1H-indol-3-yl]ethylamine hydrochloride), Cl (HCl), (S)-N,N-diemthyl-2-[5-(2-oxo-1,3-oxazolidin-4-ylmethyl)-1H-indol-3-yl]ethylamine, Cl.NC1=CC=C(CC2CNC(O2)=O)C=C1 ((±)-5-(4-Aminobenzyl)-1,3-oxazolidin-2-one hydrochloride), CN1CCC(CC1)C1=CNC2=CC=C(C=C12)CC1NC(OC1)=O ((±)-3-(1-Methyl-4-piperidyl)-5-(2-oxo-1,3-oxazolidin-4-ylmethyl)-1H-indole). Product: CN(C)CCC1=CNC2=CC=C(C=C12)C[C@@H]1NC(OC1)=O ((S)-N,N-Dimethyl-2-[5-(2-oxo-1,3-oxazolidin-4-ylmethyl)-1H-indol-3-yl]ethylamine). Reaction SMILES: Cl.[CH3:2][N:3]([CH2:5][CH2:6][C:7]1[C:15]2[C:10](=[CH:11][CH:12]=[C:13]([CH2:16][CH:17]3OC(=O)N[CH2:18]3)[CH:14]=2)[NH:9][CH:8]=1)[CH3:4].Cl.NC1C=CC(CC2[O:34][C:33](=[O:35])[NH:32]C2)=CC=1.CN1CCC(C2C3C(=CC=C(CC4COC(=O)N4)C=3)NC=2)CC1.Cl>>[CH3:4][N:3]([CH2:5][CH2:6][C:7]1[C:15]2[C:10](=[CH:11][CH:12]=[C:13]([CH2:16][C@H:17]3[CH2:18][O:35][C:33](=[O:34])[NH:32]3)[CH:14]=2)[NH:9][CH:8]=1)[CH3:2] |f:0.1,2.3|. Procedure details: By steps identical to steps (d) to (f) of Synthetic Example 1 and Synthetic Example 2 or steps (d) and (e) of Synthetic Example 1 and Synthetic Example 3 and steps (e) to (h) of Synthetic Example 4, the product from step (a) was converted to (S)-N,N-diemthyl-2-[5-(2-oxo-1,3-oxazolidin-4-ylmethyl)-1H-indol-3-yl]ethylamine. Reactants: CCOC(=O)C(Cc1ccc(NCCCc2ccc(OS(C)(=O)=O)cc2)cc1)OCC, [Li+], [OH-], O. Yields the product CCOC(Cc1ccc(NCCCc2ccc(OS(C)(=O)=O)cc2)cc1)C(=O)O. As a reaction SMILES: [CH2:1]([CH3:2])[O:3][CH:4]([C:5](=[O:6])[O:7][CH2:8][CH3:9])[CH2:10][c:11]1[cH:12][cH:13][c:14]([NH:17][CH2:18][CH2:19][CH2:20][c:21]2[cH:22][cH:23][c:24]([O:27][S:28](=[O:29])(=[O:30])[CH3:31])[cH:25][cH:26]2)[cH:15][cH:16]1.[Li+:33].[OH-:32].[OH2:34]>>[CH2:1]([CH3:2])[O:3][CH:4]([C:5](=[O:6])[OH:7])[CH2:10][c:11]1[cH:12][cH:13][c:14]([NH:17][CH2:18][CH2:19][CH2:20][c:21]2[cH:22][cH:23][c:24]([O:27][S:28](=[O:29])(=[O:30])[CH3:31])[cH:25][cH:26]2)[cH:15][cH:16]1. The reactants are C(C)(C)(C)OC(N(CC(F)(F)F)C=1C=NC=CC1I)=O ((4-iodo-pyridin-3-yl)-(2,2,2-trifluoro-ethyl)-carbamic acid tert-butyl ester), intermediate c, FC1=CC(=C(C=C1F)B(O)O)OC (4,5-difluoro-2-methoxyphenylboronic acid). Run in CCCCCCC.CCOC(=O)C (n-heptane EtOAc). Yields the product C(C)(C)(C)OC(N(CC(F)(F)F)C=1C=NC=CC1C1=C(C=C(C(=C1)F)F)OC)=O ([4-(4,5-Difluoro-2-methoxy-phenyl)-pyridin-3-yl]-(2,2,2-trifluoro-ethyl)-carbamic acid tert-butyl ester). As a reaction SMILES: [C:1]([O:5][C:6](=[O:20])[N:7]([C:13]1[CH:14]=[N:15][CH:16]=[CH:17][C:18]=1I)[CH2:8][C:9]([F:12])([F:11])[F:10])([CH3:4])([CH3:3])[CH3:2].[F:21][C:22]1[C:27]([F:28])=[CH:26][C:25](B(O)O)=[C:24]([O:32][CH3:33])[CH:23]=1>CCCCCCC.CCOC(C)=O>[C:1]([O:5][C:6](=[O:20])[N:7]([C:13]1[CH:14]=[N:15][CH:16]=[CH:17][C:18]=1[C:25]1[CH:26]=[C:27]([F:28])[C:22]([F:21])=[CH:23][C:24]=1[O:32][CH3:33])[CH2:8][C:9]([F:12])([F:11])[F:10])([CH3:4])([CH3:3])[CH3:2] |f:2.3|. Reported procedure: The title compound was prepared in analogy to example 72, from (4-iodo-pyridin-3-yl)-(2,2,2-trifluoro-ethyl)-carbamic acid tert-butyl ester and (example 85, intermediate c) and 4,5-difluoro-2-methoxyphenylboronic acid (CAS RN 870777-32-5) and using a gradient of n-heptane:EtOAc (100:0 to 50:50) for the chromatographic purification. Colorless solid (79%). MS (ESI): m/z=419.139 [M+H]. The reactants are C1(=CC=CC=C1)C(=NC=1C=CC2=C(CCO[C@H]2CCN2[C@@H](CN(CC2)C2=CC=CC3=CC(=CC=C23)F)C)C1)C1=CC=CC=C1 ((1S)-N-(diphenylmethylene)-1-{2-[(2R)-4-(6-fluoro-1-naphthyl)-2-methylpiperazinyl]-ethyl}-3,4-dihydro-1H-2-benzopyran-6-amine), C(C)(=O)[O-].[Na+] (sodium acetate), Cl.NO (hydroxylamine hydrochloride), O (Water). Solvent: CO (methanol). Run at time 18 hour. Product: FC=1C=C2C=CC=C(C2=CC1)N1C[C@H](N(CC1)CC[C@@H]1OCCC2=C1C=CC(=C2)N)C ((1S)-1-{2-[(2R)-4-(6-fluoro-1-naphthyl)-2-methylpiperazinyl]ethyl}-3,4-dihydro-1H-2-benzopyran-6-amine). RXN SMILES: C1(C(C2C=CC=CC=2)=[N:8][C:9]2[CH:10]=[CH:11][C:12]3[C@H:17]([CH2:18][CH2:19][N:20]4[CH2:25][CH2:24][N:23]([C:26]5[C:35]6[C:30](=[CH:31][C:32]([F:36])=[CH:33][CH:34]=6)[CH:29]=[CH:28][CH:27]=5)[CH2:22][C@H:21]4[CH3:37])[O:16][CH2:15][CH2:14][C:13]=3[CH:38]=2)C=CC=CC=1.C([O-])(=O)C.[Na+].Cl.NO.O>CO>[F:36][C:32]1[CH:31]=[C:30]2[C:35](=[CH:34][CH:33]=1)[C:26]([N:23]1[CH2:24][CH2:25][N:20]([CH2:19][CH2:18][C@H:17]3[C:12]4[CH:11]=[CH:10][C:9]([NH2:8])=[CH:38][C:13]=4[CH2:14][CH2:15][O:16]3)[C@H:21]([CH3:37])[CH2:22]1)=[CH:27][CH:28]=[CH:29]2 |f:1.2,3.4|. Reported procedure: To a solution of (1S)-N-(diphenylmethylene)-1-{2-[(2R)-4-(6-fluoro-1-naphthyl)-2-methylpiperazinyl]-ethyl}-3,4-dihydro-1H-2-benzopyran-6-amine (1.46 g, 2.5 mmol) in methanol (25 mL) was added sodium acetate (0.28 g, 2.65 mmol) and hydroxylamine hydrochloride (0.194 g, 2.8 mmol), and the mixture stirred at room temperature under nitrogen for 18 h. Water was added and extracted with dichloromethane. The combined organic extracts were dried (MgSO4), filtered and evaporated in vacuo. The crude produ... Starting materials: C(C)OC(C(C)S)=O (Ethyl-2-mercaptopropionate), BrCC=1C=C(C=2C=CC=C(C2)C2=CC=CC3=C2OC2=C3C=CC=C2)C=CC1 (4-(3′-bromomethyl-biphen-3-yl)-dibenzofuran), C([O-])([O-])=O.[Cs+].[Cs+] (cesium carbonate). The solvent is CN(C)C=O (DMF), C(C)OCC (diethyl ether). Product: COC(C(C)SCC1=CC=CC(=C1)C1=CC(=CC=C1)C1=CC=CC2=C1OC1=C2C=CC=C1)=O (Methyl-2-(3′-dibenzofuran-4-yl-biphen-3-ylmethylsulfanyl)-propionate). As a reaction SMILES: [CH2:1]([O:3][C:4](=[O:8])[CH:5]([SH:7])[CH3:6])C.Br[CH2:10][C:11]1[CH:12]=[C:13]([CH:33]=[CH:34][CH:35]=1)[C:14]1[CH:15]=[CH:16][CH:17]=[C:18]([C:20]2[C:25]3[O:26][C:27]4[CH:32]=[CH:31][CH:30]=[CH:29][C:28]=4[C:24]=3[CH:23]=[CH:22][CH:21]=2)[CH:19]=1.C(=O)([O-])[O-].[Cs+].[Cs+]>CN(C=O)C.C(OCC)C>[CH3:1][O:3][C:4](=[O:8])[CH:5]([S:7][CH2:10][C:11]1[CH:12]=[C:13]([C:14]2[CH:15]=[CH:16][CH:17]=[C:18]([C:20]3[C:25]4[O:26][C:27]5[CH:32]=[CH:31][CH:30]=[CH:29][C:28]=5[C:24]=4[CH:23]=[CH:22][CH:21]=3)[CH:19]=2)[CH:33]=[CH:34][CH:35]=1)[CH3:6] |f:2.3.4|. Reported procedure: Ethyl-2-mercaptopropionate (31 mg, 0.29 mmol) was added to a stirred suspension of 4-(3′-bromomethyl-biphen-3-yl)-dibenzofuran (100 mg, 0.24 mmol) and cesium carbonate (198 mg, 0.6 mmol) in 5 ml DMF. diluted with diethyl ether (30 mL) and washed with water (2×) and brine (3×). The ethereal solution was dried over anhydrous MgSO4, filtered and concentrated in vacuo. Purification of the product by flash column chromatography, using 30% ethyl acetate in hexane as eluent, afforded the title compound... Reactants: [Br-].FC(C1=C(C[P+](C2=CC=CC=C2)(C2=CC=CC=C2)C2=CC=CC=C2)C=CC=C1)(F)F (2-Trifluoromethylbenzyltriphenylphosphonium bromide), O=C1N(C(C2=CC=CC=C12)=O)CCCC=1C=C(C=O)C=CC1 (3-(3-(1,3-dioxoisoindolin-2-yl)propyl)benzaldehyde). Yields the product FC(C1=C(/C=C/C=2C=C(C=CC2)CCCN2C(C3=CC=CC=C3C2=O)=O)C=CC=C1)(F)F ((E)-2-(3-(3-(2-trifluoromethylstyryl)phenyl)propyl)isoindoline-1,3-dione), FC(C1=C(\C=C/C=2C=C(C=CC2)CCCN2C(C3=CC=CC=C3C2=O)=O)C=CC=C1)(F)F ((Z)-2-(3-(3-(2-trifluoromethylstyryl)phenyl)propyl)isoindoline-1,3-dione). As a reaction SMILES: [Br-].[F:2][C:3]([F:31])([F:30])[C:4]1[CH:29]=[CH:28][CH:27]=[CH:26][C:5]=1[CH2:6][P+](C1C=CC=CC=1)(C1C=CC=CC=1)C1C=CC=CC=1.[O:32]=[C:33]1[C:41]2[C:36](=[CH:37][CH:38]=[CH:39][CH:40]=2)[C:35](=[O:42])[N:34]1[CH2:43][CH2:44][CH2:45][C:46]1[CH:47]=[C:48]([CH:51]=[CH:52][CH:53]=1)[CH:49]=O>>[F:31][C:3]([F:2])([F:30])[C:4]1[CH:29]=[CH:28][CH:27]=[CH:26][C:5]=1/[CH:6]=[CH:49]/[C:48]1[CH:47]=[C:46]([CH2:45][CH2:44][CH2:43][N:34]2[C:35](=[O:42])[C:36]3[C:41](=[CH:40][CH:39]=[CH:38][CH:37]=3)[C:33]2=[O:32])[CH:53]=[CH:52][CH:51]=1.[F:31][C:3]([F:2])([F:30])[C:4]1[CH:29]=[CH:28][CH:27]=[CH:26][C:5]=1/[CH:6]=[CH:49]\[C:48]1[CH:47]=[C:46]([CH2:45][CH2:44][CH2:43][N:34]2[C:35](=[O:42])[C:36]3[C:41](=[CH:40][CH:39]=[CH:38][CH:37]=3)[C:33]2=[O:32])[CH:53]=[CH:52][CH:51]=1 |f:0.1|. Procedure: 2-Trifluoromethylbenzyltriphenylphosphonium bromide was coupled with phthalimide 29 following the method used in Example 44 except that the reaction was conducted at −78° C. instead of 0° C. before warming to room temperature. Purification by flash chromatography (10 to 40% EtOAc-hexanes gradient) gave (E)-2-(3-(3-(2-trifluoromethylstyryl)phenyl)propyl)isoindoline-1,3-dione (0.0797 g, trans-/cis-isomer ratio 15.6:1) as an oil and (Z)-2-(3-(3-(2-trifluoromethylstyryl)phenyl)propyl)isoindoline-1,3... The reactants are Cc1cc(B2OC(C)(C)C(C)(C)O2)ccc1NC(=O)OC(C)(C)C, Cn1nc(Cl)c2cnc(NCCN3CCOCC3)nc21. Product: Cc1cc(-c2nn(C)c3nc(NCCN4CCOCC4)ncc23)ccc1NC(=O)OC(C)(C)C. RXN SMILES: [C:21]([CH3:22])([CH3:23])([CH3:24])[O:25][C:26]([NH:27][c:28]1[c:29]([CH3:43])[cH:30][c:31]([B:34]2[O:35][C:36]([CH3:37])([CH3:38])[C:39]([CH3:40])([CH3:41])[O:42]2)[cH:32][cH:33]1)=[O:44].[Cl:1][c:2]1[n:3][n:4]([CH3:20])[c:5]2[n:6][c:7]([NH:11][CH2:12][CH2:13][N:14]3[CH2:15][CH2:16][O:17][CH2:18][CH2:19]3)[n:8][cH:9][c:10]12>>[c:2]1(-[c:31]2[cH:30][c:29]([CH3:43])[c:28]([NH:27][C:26]([O:25][C:21]([CH3:22])([CH3:23])[CH3:24])=[O:44])[cH:33][cH:32]2)[n:3][n:4]([CH3:20])[c:5]2[n:6][c:7]([NH:11][CH2:12][CH2:13][N:14]3[CH2:15][CH2:16][O:17][CH2:18][CH2:19]3)[n:8][cH:9][c:10]12. Reactants: COC(C1=CN=C(C=C1)O)=O (6-hydroxynicotinic acid methyl ester), C(=O)([O-])[O-].[K+].[K+] (K2CO3), Cl.ClCC1=NC2=CC=CC=C2C=C1 (2-chloromethylquinoline hydrochloride). Run in CN(C)C=O (DMF). Conditions: time 8 hour. Yields the product COC(C1=CN=C(C=C1)OCC1=NC2=CC=CC=C2C=C1)=O (6-(quinol-2-ylmethoxy)nicotinic acid methyl ester). Yield: 79.2%. RXN SMILES: [CH3:1][O:2][C:3](=[O:11])[C:4]1[CH:9]=[CH:8][C:7]([OH:10])=[N:6][CH:5]=1.C([O-])([O-])=O.[K+].[K+].Cl.Cl[CH2:20][C:21]1[CH:30]=[CH:29][C:28]2[C:23](=[CH:24][CH:25]=[CH:26][CH:27]=2)[N:22]=1>CN(C=O)C>[CH3:1][O:2][C:3](=[O:11])[C:4]1[CH:9]=[CH:8][C:7]([O:10][CH2:20][C:21]2[CH:30]=[CH:29][C:28]3[C:23](=[CH:24][CH:25]=[CH:26][CH:27]=3)[N:22]=2)=[N:6][CH:5]=1 |f:1.2.3,4.5|. Reported procedure: To a solution of 6-hydroxynicotinic acid methyl ester (10.0g, 0.0652 mol), prepared as in step 1, in DMF (350 ml) at room temperature was added anhydrous K2CO3 (19.0 g, 0.137 mol) followed by 2-chloromethylquinoline hydrochloride (14.0 g, 0.0652 mol), and the mixture was allowed to stir at room temperature overnight. Once the starting material was consumed, water (700 ml) was added to the mixture, and the aqueous layer was extracted with ethyl acetate. The organic layer was washed with brine, dr... The reactants are C(C)(=O)Cl (acetyl chloride), C(C)O (ethanol), Cl (HCl), N[C@@H](CC(=O)O)C(=O)O (L-Aspartic acid). Reaction conditions: temperature 25 celsius, time 30 minute. The product is Cl.N[C@@H](CC(=O)OCC)C(=O)OCC (diethyl L-aspartate hydrochloride). RXN SMILES: [C:1]([Cl:4])(=O)[CH3:2].Cl.[NH2:6][C@H:7]([C:12]([OH:14])=[O:13])[CH2:8][C:9]([OH:11])=[O:10].[CH2:15](O)[CH3:16]>>[ClH:4].[NH2:6][C@H:7]([C:12]([O:14][CH2:1][CH3:2])=[O:13])[CH2:8][C:9]([O:11][CH2:15][CH3:16])=[O:10] |f:4.5|. Procedure: Absolute ethanol (420 ml) was cooled in ice and acetyl chloride (71.4 ml, 1.03 mol) was added dropwise to generate HCl in situ. After the addition, the reaction was stirred for additional 30 minutes. L-Aspartic acid (33.27 g, 0.25 mol) was added in one portion and the solution heated slowly after dissolution to reflux. Refluxing was continued until the reaction was complete (TLC). The reaction mixture was then cooled to 25° C. and the solvent was removed under reduced pressure. Further drying un... Starting materials: NC1=C(C2=C(S1)CCCC2)C(=O)C2=CC=C(C=C2)C ((2-amino-4,5,6,7-tetrahydrobenzo[b]thiophen-3-yl)(p-tolyl)methanone), O=C(CCC(=O)OCC)CC (ethyl 4-oxohexanoate), Cl[Si](C)(C)C (chlorotrimethylsilane). The solvent is CN(C)C=O (DMF). Run at temperature 100 celsius. Yields the product C(C)C1=C(C(=C2C(=N1)SC1=C2CCCC1)C1=CC=C(C=C1)C)CC(=O)OCC (Ethyl [2-ethyl-4-(p-tolyl)-5,6,7,8-tetrahydro[1]benzothieno[2,3-b]pyridin-3-yl]acetate). Isolated yield 64.5%. As a reaction SMILES: [NH2:1][C:2]1[S:6][C:5]2[CH2:7][CH2:8][CH2:9][CH2:10][C:4]=2[C:3]=1[C:11]([C:13]1[CH:18]=[CH:17][C:16]([CH3:19])=[CH:15][CH:14]=1)=O.O=[C:21]([CH2:29][CH3:30])[CH2:22][CH2:23][C:24]([O:26][CH2:27][CH3:28])=[O:25].Cl[Si](C)(C)C>CN(C=O)C>[CH2:29]([C:21]1[N:1]=[C:2]2[S:6][C:5]3[CH2:7][CH2:8][CH2:9][CH2:10][C:4]=3[C:3]2=[C:11]([C:13]2[CH:18]=[CH:17][C:16]([CH3:19])=[CH:15][CH:14]=2)[C:22]=1[CH2:23][C:24]([O:26][CH2:27][CH3:28])=[O:25])[CH3:30]. Procedure: To a solution of (2-amino-4,5,6,7-tetrahydrobenzo[b]thiophen-3-yl)(p-tolyl)methanone (0.542 g; 2 mmol) and ethyl 4-oxohexanoate (0.348 g; 2.2 mmol) in dry DMF (8 mL) under a nitrogen atmosphere was added chlorotrimethylsilane (1.02 mL; 8 mmol) dropwise. The mixture was stirred in a sealed tube and heated at 100° C. for 24 h. After cooling to room temperature, the reaction mixture was partitioned between ethyl acetate and water. The organic phase was successively washed with a saturated solution ...